From a dataset of the Open Reaction Database (ORD), a public repository of structured organic reaction records. describe an organic reaction: reactants, conditions, products, and yield Starting materials: OS(=O)(=O)O (H2SO4), NC1=C(C(=O)O)C=CC=N1 (2-aminonicotinic acid), CO (MeOH). Reaction conditions: time 72 hour. Yields the product NC1=C(C(=O)OC)C=CC=N1 (Methyl 2-aminonicotinate). The yield is 71.0%. Reaction SMILES: OS(O)(=O)=O.[NH2:6][C:7]1[N:15]=[CH:14][CH:13]=[CH:12][C:8]=1[C:9]([OH:11])=[O:10].[CH3:16]O>>[NH2:6][C:7]1[N:15]=[CH:14][CH:13]=[CH:12][C:8]=1[C:9]([O:11][CH3:16])=[O:10]. Reported procedure: Concentrated H2SO4 (20 mL, 360 mmole) was added dropwise over 5 minutes to a suspension of 2-aminonicotinic acid (25 g, 181 mmole) in MeOH (400 mL), and the mixture was heated at reflux; a homogeneous solution formed within 5 min. After 72 h, the reaction was cooled to room temperature and concentrated under vacuum. The residue was basified with 1.0 N Na2CO3 (500 mL) (Gas evolution!) and extracted with EtOAc (500 mL). The organic layer was washed with brine, dried (Na2SO4), and concentrated to d... Procedure: A 50-mL, round-bottom flask was charged with (S)-4-(1-acetyl-6-bromo-2-methyl-1,2,3,4-tetrahydroquinolin-5-yloxy)benzamide (0.068 g, 0.17 mmol), 1-cyclopropyl-4-(4,4,5,5-tetramethyl-1,3,2-dioxaborolan-2-yl)-1H-pyrazole (0.059 g, 0.25 mmol), [1,1′-bis(diphenylphosphino)ferrocene]dichloropalladium(II), complex with dichloromethane (0.014 g, 0.02 mmol), potassium carbonate (0.070 g, 0.50 mmol), 1,4-dioxane (20 mL) and water (2 mL). The resulting mixture stirred overnight at 100° C. After cooling to... The reactants are C(C)(=O)N1[C@H](CCC2=C(C(=CC=C12)Br)OC1=CC=C(C(=O)N)C=C1)C ((S)-4-(1-acetyl-6-bromo-2-methyl-1,2,3,4-tetrahydroquinolin-5-yloxy)benzamide), C1(CC1)N1N=CC(=C1)B1OC(C(O1)(C)C)(C)C (1-cyclopropyl-4-(4,4,5,5-tetramethyl-1,3,2-dioxaborolan-2-yl)-1H-pyrazole), ClCCl (dichloromethane), C([O-])([O-])=O.[K+].[K+] (potassium carbonate). Reagents/catalysts: C1=CC=C(C=C1)P([C-]2C=CC=C2)C3=CC=CC=C3.C1=CC=C(C=C1)P([C-]2C=CC=C2)C3=CC=CC=C3.Cl[Pd]Cl.[Fe+2] ([1,1′-bis(diphenylphosphino)ferrocene]dichloropalladium(II)). Product: C(C)(=O)N1[C@H](CCC2=C(C(=CC=C12)C=1C=NN(C1)C1CC1)OC1=CC=C(C(=O)N)C=C1)C ((S)-4-(1-acetyl-6-(1-cyclopropyl-1H-pyrazol-4-yl)-2-methyl-1,2,3,4-tetrahydroquinolin-5-yloxy)benzamide). Conditions: temperature 100 celsius, time 8 hour. Solvent: O (water), O1CCOCC1 (1,4-dioxane). RXN SMILES: [C:1]([N:4]1[C:13]2[C:8](=[C:9]([O:15][C:16]3[CH:24]=[CH:23][C:19]([C:20]([NH2:22])=[O:21])=[CH:18][CH:17]=3)[C:10](Br)=[CH:11][CH:12]=2)[CH2:7][CH2:6][C@@H:5]1[CH3:25])(=[O:3])[CH3:2].[CH:26]1([N:29]2[CH:33]=[C:32](B3OC(C)(C)C(C)(C)O3)[CH:31]=[N:30]2)[CH2:28][CH2:27]1.ClCCl.C(=O)([O-])[O-].[K+].[K+]>C1C=CC(P(C2C=CC=CC=2)[C-]2C=CC=C2)=CC=1.C1C=CC(P(C2C=CC=CC=2)[C-]2C=CC=C2)=CC=1.Cl[Pd]Cl.[Fe+2].O.O1CCOCC1>[C:1]([N:4]1[C:13]2[C:8](=[C:9]([O:15][C:16]3[CH:24]=[CH:23][C:19]([C:20]([NH2:22])=[O:21])=[CH:18][CH:17]=3)[C:10]([C:32]3[CH:31]=[N:30][N:29]([CH:26]4[CH2:28][CH2:27]4)[CH:33]=3)=[CH:11][CH:12]=2)[CH2:7][CH2:6][C@@H:5]1[CH3:25])(=[O:3])[CH3:2] |f:3.4.5,6.7.8.9|. The reactants are Cl.ClC1=CC=C(C=C1)NNCC=1C=CC2=C(N(N=N2)C)C1 ((-)-6-[(4-chlorophenyl)hydrazinomethyl]-1-methyl-1H-benzotriazole monohydrochloride), [OH-].[Na+] (sodium hydroxide). Run in ClCCl (dichloromethane), O (water). Reaction conditions: time 15 minute. Yields the product ClC1=CC=C(C=C1)NNCC=1C=CC2=C(N(N=N2)C)C1 ((-)-6-[(4-chlorophenyl)hydrazinomethyl]-1methyl-1H-benzotriazole). As a reaction SMILES: Cl.[Cl:2][C:3]1[CH:8]=[CH:7][C:6]([NH:9][NH:10][CH2:11][C:12]2[CH:13]=[CH:14][C:15]3[N:19]=[N:18][N:17]([CH3:20])[C:16]=3[CH:21]=2)=[CH:5][CH:4]=1.[OH-].[Na+]>ClCCl.O>[Cl:2][C:3]1[CH:8]=[CH:7][C:6]([NH:9][NH:10][CH2:11][C:12]2[CH:13]=[CH:14][C:15]3[N:19]=[N:18][N:17]([CH3:20])[C:16]=3[CH:21]=2)=[CH:5][CH:4]=1 |f:0.1,2.3|. Procedure: To a suspension of 8.1 g of intermediate 2-b in 60 ml of dichloromethane was added a solution of 1 g sodium hydroxide in 15 ml of water. The whole was stirred for 15 min., then the organic layer was separated and evaporated. The residue and 1.4 g of potassium hydroxide were refluxed in 50 ml ethanol for 3 hours, yielding (-)-6-[(4-chlorophenyl)hydrazinomethyl]-1methyl-1H-benzotriazole (interm. 2-c); enantiomeric excess: 20%. The reactants are C1COCCO1, COC(=O)C(C)(C)c1ccc(CN2CC(C)N(C(=O)OC(C)(C)C)C(C)C2)cc1, [Li+], [OH-], O, O. Product: CC1CN(Cc2ccc(C(C)(C)C(=O)O)cc2)CC(C)N1C(=O)OC(C)(C)C. RXN SMILES: [CH2:34]1[O:35][CH2:36][CH2:37][O:38][CH2:39]1.[CH3:1][C:2]([C:3](=[O:4])[O:5][CH3:6])([CH3:7])[c:8]1[cH:9][cH:10][c:11]([CH2:14][N:15]2[CH2:16][CH:17]([CH3:29])[N:18]([C:22](=[O:23])[O:24][C:25]([CH3:26])([CH3:27])[CH3:28])[CH:19]([CH3:21])[CH2:20]2)[cH:12][cH:13]1.[Li+:32].[OH-:31].[OH2:30].[OH2:33]>>[CH3:1][C:2]([C:3](=[O:4])[OH:5])([CH3:7])[c:8]1[cH:9][cH:10][c:11]([CH2:14][N:15]2[CH2:16][CH:17]([CH3:29])[N:18]([C:22](=[O:23])[O:24][C:25]([CH3:26])([CH3:27])[CH3:28])[CH:19]([CH3:21])[CH2:20]2)[cH:12][cH:13]1. Reactants: CCOC=O, CC(N)C1CCCCC1. Yields the product CC(NC=O)C1CCCCC1. Reaction SMILES: [CH:1](=[O:2])[O:3][CH2:4][CH3:5].[CH:6]1([CH:12]([CH3:13])[NH2:14])[CH2:7][CH2:8][CH2:9][CH2:10][CH2:11]1>>[CH:1](=[O:2])[NH:14][CH:12]([CH:6]1[CH2:7][CH2:8][CH2:9][CH2:10][CH2:11]1)[CH3:13]. Starting materials: resultant solution, CN1CC(C2C1CC1=CNC=3C=CC=C2C13)C(=O)O (7-Methyl-6,6a,7,8,9,9a-hexahydro-4H-indolo[6.5.4-cd]indole-9-carboxylic acid), CO (methanol), S(O)(O)(=O)=O (sulphuric acid), S(O)(O)(=O)=O (sulphuric acid). Run at time 15 hour. Yields the product C(=O)(OC)C1CN(C2CC3=CNC=4C=CC=C(C34)C12)C (9-Carbomethoxy-7-methyl-6,6a,7,8,9,9a-hexahydro-4H-indolo[6.5.4-cd]indole). Reaction SMILES: [CH3:1][N:2]1[CH:6]2[CH2:7][C:8]3[C:16]4[C:15]([CH:5]2[CH:4]([C:17]([OH:19])=[O:18])[CH2:3]1)=[CH:14][CH:13]=[CH:12][C:11]=4[NH:10][CH:9]=3.S(=O)(=O)(O)O.[CH3:25]O>>[C:17]([CH:4]1[CH:5]2[CH:6]([CH2:7][C:8]3[C:16]4[C:15]2=[CH:14][CH:13]=[CH:12][C:11]=4[NH:10][CH:9]=3)[N:2]([CH3:1])[CH2:3]1)([O:19][CH3:25])=[O:18]. Procedure details: To a solution of the free indole 9-carboxylic acid (Example 13) (0.203 g) in methanol (5 cm3) was added with stirring concentrated sulphuric acid (0.15 cm3) and the reaction heated to reflux. After 2 hours further concentrated sulphuric acid (0.1 cm3) was added, reaction was indicated to be complete after 15 hours. The resultant solution was allowed to cool to room temperature to give after evaporation under vacuum and trituration with chloroform a dark orange solid (0.329 g). Reactants: Cl.C(C)OC1=C(C=C(C=C1)F)C=1C2=C(N=CN1)C(=C(N2)C)C(=O)NC2CCNCC2 (4-(2-ethoxy-5-fluorophenyl)-6-methyl-N-(piperidin-4-yl)-5H-pyrrolo[3,2-d]pyrimidine-7-carboxamide hydrochloride), C(C)(=O)O[C@H](C(=O)Cl)C ((2S)-1-chloro-1-oxopropan-2-yl acetate). The product is C(C)OC1=C(C=C(C=C1)F)C=1C2=C(N=CN1)C(=C(N2)C)C(=O)NC2CCN(CC2)C([C@H](C)O)=O (4-(2-Ethoxy-5-fluorophenyl)-N-{1-[(2S)-2-hydroxypropanoyl]piperidin-4-yl}-6-methyl-5H-pyrrolo[3,2-d]pyrimidine-7-carboxamide). Reaction SMILES: Cl.[CH2:2]([O:4][C:5]1[CH:10]=[CH:9][C:8]([F:11])=[CH:7][C:6]=1[C:12]1[C:13]2[NH:20][C:19]([CH3:21])=[C:18]([C:22]([NH:24][CH:25]3[CH2:30][CH2:29][NH:28][CH2:27][CH2:26]3)=[O:23])[C:14]=2[N:15]=[CH:16][N:17]=1)[CH3:3].C([O:34][C@@H:35]([CH3:39])[C:36](Cl)=[O:37])(=O)C>>[CH2:2]([O:4][C:5]1[CH:10]=[CH:9][C:8]([F:11])=[CH:7][C:6]=1[C:12]1[C:13]2[NH:20][C:19]([CH3:21])=[C:18]([C:22]([NH:24][CH:25]3[CH2:26][CH2:27][N:28]([C:36](=[O:37])[C@@H:35]([OH:34])[CH3:39])[CH2:29][CH2:30]3)=[O:23])[C:14]=2[N:15]=[CH:16][N:17]=1)[CH3:3] |f:0.1|. Reported procedure: Starting from 4-(2-ethoxy-5-fluorophenyl)-6-methyl-N-(piperidin-4-yl)-5H-pyrrolo[3,2-d]pyrimidine-7-carboxamide hydrochloride (example D.f17) and commercially available (2S)-1-chloro-1-oxopropan-2-yl acetate the title compound is obtained as colorless solid. Reactants: C1(CCCC(=O)O1)=O (glutaric anhydride), NCC=1C=C(C=CC1)C1=CC(=CC=C1)CN1C[C@@H](N(CC1)C(=O)OC(C)(C)C)C (1,1-dimethylethyl (2S)-4-{[3′-(aminomethyl)-3-biphenylyl]methyl}-2-methyl-1-piperazinecarboxylate). Solvent: C1CCOC1 (THF). Reaction conditions: time 10 minute. Product: CC(C)(C)OC(=O)N1[C@H](CN(CC1)CC=1C=C(C=CC1)C1=CC(=CC=C1)CNC(CCCC(=O)O)=O)C (5-[({3′-[((3S)-4-{[(1,1-Dimethylethyl)oxy]carbonyl}-3-methyl-1-piperazinyl)methyl]-3-biphenylyl}methyl)amino]-5-oxopentanoic acid). Yield: 57.2%. Reaction SMILES: [C:1]1(=[O:8])[O:7][C:5](=[O:6])[CH2:4][CH2:3][CH2:2]1.[NH2:9][CH2:10][C:11]1[CH:12]=[C:13]([C:17]2[CH:22]=[CH:21][CH:20]=[C:19]([CH2:23][N:24]3[CH2:29][CH2:28][N:27]([C:30]([O:32][C:33]([CH3:36])([CH3:35])[CH3:34])=[O:31])[C@@H:26]([CH3:37])[CH2:25]3)[CH:18]=2)[CH:14]=[CH:15][CH:16]=1>C1COCC1>[CH3:36][C:33]([O:32][C:30]([N:27]1[CH2:28][CH2:29][N:24]([CH2:23][C:19]2[CH:18]=[C:17]([C:13]3[CH:14]=[CH:15][CH:16]=[C:11]([CH2:10][NH:9][C:5](=[O:6])[CH2:4][CH2:3][CH2:2][C:1]([OH:7])=[O:8])[CH:12]=3)[CH:22]=[CH:21][CH:20]=2)[CH2:25][C@@H:26]1[CH3:37])=[O:31])([CH3:34])[CH3:35]. Procedure details: A mixture of glutaric anhydride (31 mg, 0.27 mmol) and 1,1-dimethylethyl (2S)-4-{[3′-(aminomethyl)-3-biphenylyl]methyl}-2-methyl-1-piperazinecarboxylate (100 mg, 0.24 mmol) in THF (5 mL) was stirred at room temperature for about 10 min. It was concentrated. Purification via a CombiFlash (MeOH/DCM) system then afforded the desired product (70 mg).